From a dataset of the Open Reaction Database (ORD), a public repository of structured organic reaction records. describe an organic reaction: reactants, conditions, products, and yield Starting materials: C1CCOC1, CCCC[N+](CCCC)(CCCC)CCCC, Cc1cccc(C)c1C#C[Si](C)(C)C, CCCCCC, [F-]. Product: C#Cc1c(C)cccc1C. Reaction SMILES: [CH2:33]1[O:34][CH2:35][CH2:36][CH2:37]1.[CH3:16][CH2:17][CH2:18][CH2:19][N+:20]([CH2:21][CH2:22][CH2:23][CH3:24])([CH2:25][CH2:26][CH2:27][CH3:28])[CH2:29][CH2:30][CH2:31][CH3:32].[CH3:1][c:2]1[c:3]([C:9]#[C:10][Si:11]([CH3:12])([CH3:13])[CH3:14])[c:4]([CH3:8])[cH:5][cH:6][cH:7]1.[CH3:38][CH2:39][CH2:40][CH2:41][CH2:42][CH3:43].[F-:15]>>[CH3:1][c:2]1[c:3]([C:9]#[CH:10])[c:4]([CH3:8])[cH:5][cH:6][cH:7]1. The reactants are C(C(O)C1=CC=CC=C1)#N (Mandelonitrile), N1C=NC=C1 (imidazole), CN(C)C=O (DMF), [Si](C)(C)(C(C)(C)C)Cl (tert-Butyldimethylsilyl chloride). Conditions: temperature 35 celsius, time 18 hour. Product: O([Si](C)(C)C(C)(C)C)C1=C(C=CC=C1)CC#N (2-tert-Butyldimethylsiloxyphenylacetonitrile). Isolated yield 82.0%. As a reaction SMILES: [C:1](#[N:10])[CH:2]([C:4]1[CH:9]=[CH:8][CH:7]=[CH:6][CH:5]=1)O.N1C=CN=C1.[Si:16](Cl)([C:19]([CH3:22])([CH3:21])[CH3:20])([CH3:18])[CH3:17].CN(C=[O:28])C>>[O:28]([C:5]1[CH:6]=[CH:7][CH:8]=[CH:9][C:4]=1[CH2:2][C:1]#[N:10])[Si:16]([C:19]([CH3:22])([CH3:21])[CH3:20])([CH3:18])[CH3:17]. Reported procedure: Mandelonitrile (50 g, 0.38 moles) and imidazole (64 g, 0.94 moles) were dissolved in DMF (100 cm3) and the resulting solution cooled in an ice-water bath. tert-Butyldimethylsilyl chloride (68 g, 0.45 moles) was then added portionwise over a period of 20 minutes. The flask contents were then warmed to 35° C. and stirred at that temperature for 18 hours. The reaction mixture was then cooled and partitioned between ethyl acetate (3×100 cm3) and deionised water (100 cm3). The combined organic fracti...